Dataset: the Open Reaction Database (ORD), a public repository of structured organic reaction records. Task: describe an organic reaction: reactants, conditions, products, and yield The reactants are OCCCN1N=CC(=C1)C=1C=CC(=C2C(N(CC12)C)=O)NC1=NC(=NC=C1C(F)(F)F)NC1=C(C=C(CP(OCC)(OCC)=O)C=C1)OC (diethyl (4-{[4-({7-[1-(3-hydroxypropyl)-1H-pyrazol-4-yl]-2-methyl-3-oxo-2,3-dihydro-1H-isoindol-4-yl}amino)-5-(trifluoromethyl)pyrimidin-2-yl]amino}-3-methoxybenzyl)phosphonate), NC=1C(=NC(=CC1)C=1C(=NN(C1)CCCO)Cl)C(=O)NC (3-amino-6-[3-chloro-1-(3-hydroxypropyl)-1H-pyrazol-4-yl]-N-methylpyridine-2-carboxamide), NC=1C(=NC(=CC1)C=1C(=NN(C1)CCCO)Cl)C(=O)NC (3-amino-6-[3-chloro-1-(3-hydroxypropyl)-1H-pyrazol-4-yl]-N-methylpyridine-2-carboxamide). Yields the product ClC1=NN(C=C1C1=CC=C(C(=N1)C(NC)=O)NC1=NC(=NC=C1C(F)(F)F)NC1=C(C=C(CP(OCC)(OCC)=O)C=C1)OC)CCCO (diethyl (4-{[4-({6-[3-chloro-1-(3-hydroxypropyl)-1H-pyrazol-4-yl]-2-(methylcarbamoyl)pyridin-3-yl}amino)-5-(trifluoromethyl)pyrimidin-2-yl]amino}-3-methoxybenzyl)phosphonate). The yield is 59.0%. RXN SMILES: OCCCN1C=C(C2C=CC(N[C:22]3[C:27]([C:28]([F:31])([F:30])[F:29])=[CH:26][N:25]=[C:24]([NH:32][C:33]4[CH:47]=[CH:46][C:36]([CH2:37][P:38](=[O:45])([O:42][CH2:43][CH3:44])[O:39][CH2:40][CH3:41])=[CH:35][C:34]=4[O:48][CH3:49])[N:23]=3)=C3C=2CN(C)C3=O)C=N1.[NH2:50][C:51]1[C:52]([C:67]([NH:69][CH3:70])=[O:68])=[N:53][C:54]([C:57]2[C:58]([Cl:66])=[N:59][N:60]([CH2:62][CH2:63][CH2:64][OH:65])[CH:61]=2)=[CH:55][CH:56]=1>>[Cl:66][C:58]1[C:57]([C:54]2[N:53]=[C:52]([C:67](=[O:68])[NH:69][CH3:70])[C:51]([NH:50][C:26]3[C:27]([C:28]([F:29])([F:30])[F:31])=[CH:22][N:23]=[C:24]([NH:32][C:33]4[CH:47]=[CH:46][C:36]([CH2:37][P:38](=[O:45])([O:42][CH2:43][CH3:44])[O:39][CH2:40][CH3:41])=[CH:35][C:34]=4[O:48][CH3:49])[N:25]=3)=[CH:56][CH:55]=2)=[CH:61][N:60]([CH2:62][CH2:63][CH2:64][OH:65])[N:59]=1. Reported procedure: Prepared analogously to Compound 1B using 3-amino-6-[3-chloro-1-(3-hydroxypropyl)-1H-pyrazol-4-yl]-N-methylpyridine-2-carboxamide (Compound 49C, 365 mg, 1.18 mmol) to afford 480 mg of the title compound (59%). 1H NMR (400 MHz, CD3OD) δ 9.06 (br. s., 1H), 8.51 (s, 1H), 8.35 (s, 1H), 7.89 (d, J=9.1 Hz, 1H), 7.82 (d, J=8.1 Hz, 1H), 7.04 (t, J=2.0 Hz, 1H), 6.91 (td, J=2.3, 8.1 Hz, 1H), 4.26 (t, J=6.9 Hz, 2H), 4.00-4.11 (m, 4H), 3.89 (s, 3H), 3.59 (t, J=6.1 Hz, 2H), 3.35 (s, 1H), 3.23 (s, 1H), 2.98 (...